From a dataset of the Open Reaction Database (ORD), a public repository of structured organic reaction records. describe an organic reaction: reactants, conditions, products, and yield Reactants: Cl (HCl), FC1=C(OC[C@H]([C@H](C)NC(OCC2=CC=CC=C2)=O)O)C=CC(=C1)F (Benzyl (2S,3S)-4-(2,4-difluorophenoxy)-3-hydroxybutan-2-ylcarbamate). The reagents and catalysts are [Pd] (Pd). Solvent: C(C)OCC (diethyl ether), C(C)OCC (diethyl ether), C(C)O (ethanol), C(C)O (ethanol). Product: [Cl-].FC1=C(OC[C@H]([C@H](C)[NH3+])O)C=CC(=C1)F ((2S,3S)-4-(2,4-difluorophenoxy)-3-hydroxybutan-2-aminium chloride). The yield is 94.0%. As a reaction SMILES: [F:1][C:2]1[CH:24]=[C:23]([F:25])[CH:22]=[CH:21][C:3]=1[O:4][CH2:5][C@@H:6]([OH:20])[C@@H:7]([NH:9]C(=O)OCC1C=CC=CC=1)[CH3:8].[ClH:26]>C(O)C.C(OCC)C.[Pd]>[Cl-:26].[F:1][C:2]1[CH:24]=[C:23]([F:25])[CH:22]=[CH:21][C:3]=1[O:4][CH2:5][C@@H:6]([OH:20])[C@@H:7]([NH3+:9])[CH3:8] |f:5.6|. Procedure details: Benzyl (2S,3S)-4-(2,4-difluorophenoxy)-3-hydroxybutan-2-ylcarbamate (426 mg, 1.21 mmol) in ethanol (20 mL) was hydrogenated over Pd (10% on carbon) (40.0 mg) at r.t. and atmospheric pressure overnight. The mixture was filtered through celite, evaporated, dissolved in ethanol and filtered through a syringe filter. On evaporation a white solid was obtained. This was dissolved in ethanol (4 mL) and diethyl ether (6 mL) and 1M HCl in diethyl ether was added (1.5 mL) under stirring. Evaporation, coev...